Dataset: the Open Reaction Database (ORD), a public repository of structured organic reaction records. Task: describe an organic reaction: reactants, conditions, products, and yield Run in O1CCOCC1 (dioxane), O (water). Reaction SMILES: Br[C:2]1[CH:7]=[CH:6][N:5]2[C:8](=[O:15])[N:9]([CH2:11][CH:12]([CH3:14])[CH3:13])[N:10]=[C:4]2[C:3]=1I.[F:17][C:18]([F:29])([F:28])[C:19]1[CH:24]=[CH:23][C:22](B(O)O)=[CH:21][CH:20]=1.C([O-])([O-])=O.[K+].[K+]>O1CCOCC1.O.C1C=CC([P]([Pd]([P](C2C=CC=CC=2)(C2C=CC=CC=2)C2C=CC=CC=2)([P](C2C=CC=CC=2)(C2C=CC=CC=2)C2C=CC=CC=2)[P](C2C=CC=CC=2)(C2C=CC=CC=2)C2C=CC=CC=2)(C2C=CC=CC=2)C2C=CC=CC=2)=CC=1>[F:17][C:18]([F:29])([F:28])[C:19]1[CH:24]=[CH:23][C:22]([C:2]2[CH:7]=[CH:6][N:5]3[C:8](=[O:15])[N:9]([CH2:11][CH:12]([CH3:14])[CH3:13])[N:10]=[C:4]3[C:3]=2[C:22]2[CH:23]=[CH:24][C:19]([C:18]([F:29])([F:28])[F:17])=[CH:20][CH:21]=2)=[CH:21][CH:20]=1 |f:2.3.4,^1:46,48,67,86|. Reactants: BrC1=C(C=2N(C=C1)C(N(N2)CC(C)C)=O)I (7-bromo-8-iodo-2-isobutyl-[1,2,4]triazolo[4,3-a]pyridin-3(2H)-one), FC(C1=CC=C(C=C1)B(O)O)(F)F (4-trifluoromethylphenylboronic acid), C(=O)([O-])[O-].[K+].[K+] (K2CO3). Procedure: To a stirring, degassed mixture of 7-bromo-8-iodo-2-isobutyl-[1,2,4]triazolo[4,3-a]pyridin-3(2H)-one (50 mg, 0.13 mmol), 4-trifluoromethylphenylboronic acid (40 mg, 0.28 mmol), and tetrakis(triphenylphosphine)palladium (7 mg, 0.006 mmol) in dioxane (1.0 mL) at 20° C. was added K2CO3 (40 g, 0.25 mmol) in water (0.3 mL). The resulting reaction mixture was heated in a microwave reactor at 200° C. for 12 min under argon. Analysis by HPLC/MS indicated that starting material had been consumed. The rea... Yields the product FC(C1=CC=C(C=C1)C1=C(C=2N(C=C1)C(N(N2)CC(C)C)=O)C2=CC=C(C=C2)C(F)(F)F)(F)F (7,8-bis(4-trifluoromethylphenyl)-2-isobutyl-[1,2,4]triazolo[4,3-a]pyridin-3(2H)-one). Run at temperature 200 celsius. The yield is 29.2%. Reagents/catalysts: C=1C=CC(=CC1)[P](C=2C=CC=CC2)(C=3C=CC=CC3)[Pd]([P](C=4C=CC=CC4)(C=5C=CC=CC5)C=6C=CC=CC6)([P](C=7C=CC=CC7)(C=8C=CC=CC8)C=9C=CC=CC9)[P](C=1C=CC=CC1)(C=1C=CC=CC1)C=1C=CC=CC1 (tetrakis(triphenylphosphine)palladium).